From a dataset of the Open Reaction Database (ORD), a public repository of structured organic reaction records. describe an organic reaction: reactants, conditions, products, and yield Yields the product CC(C(=O)c1ccc(=O)n(C)c1)c1ccc(Br)cc1Cl. As a reaction SMILES: [Br:1][c:2]1[cH:3][c:4]([Cl:19])[c:5]([CH2:8][C:9](=[O:10])[c:11]2[cH:12][cH:13][c:14](=[O:18])[n:15]([CH3:17])[cH:16]2)[cH:6][cH:7]1.[CH3:22][I:23].[H-:20].[Na+:21].[O:24]1[CH2:25][CH2:26][CH2:27][CH2:28]1>>[Br:1][c:2]1[cH:3][c:4]([Cl:19])[c:5]([CH:8]([C:9](=[O:10])[c:11]2[cH:12][cH:13][c:14](=[O:18])[n:15]([CH3:17])[cH:16]2)[CH3:22])[cH:6][cH:7]1. Reactants: Cn1cc(C(=O)Cc2ccc(Br)cc2Cl)ccc1=O, CI, [H-], [Na+], C1CCOC1. Procedure: 10 g (0.036 mol) of 2-fluoro-5,12-naphthacenequinone, 26 g (0.028 mol) of Cs2CO3 and 10.41 g (0.14 mol) of 3-butanol are introduced into 200 ml of DMF under nitrogen. The reaction mixture is heated to 125° C. and stirred for 41/2 h. After precipitation in 4000 ml of water containing hydrochloric acid, the product is filtered off (crude yield 94%). Chromatography on silica gel (CH2Cl2) gives 63% pure product; melting point 149° C. The procedure in Examples 25-27 is analogous (see Table 2). Yields the product C(CC=C)OC1=CC=2C(C3=CC4=CC=CC=C4C=C3C(C2C=C1)=O)=O (2-(3-Butenoxy)-naphthacene-5,12-dione). The yield is 63.0%. Run in CN(C)C=O (DMF). Reactants: FC1=CC=2C(C3=CC4=CC=CC=C4C=C3C(C2C=C1)=O)=O (2-fluoro-5,12-naphthacenequinone), C(=O)([O-])[O-].[Cs+].[Cs+] (Cs2CO3), CCC(C)O (3-butanol). As a reaction SMILES: F[C:2]1[CH:19]=[CH:18][C:17]2[C:16](=[O:20])[C:15]3[C:6](=[CH:7][C:8]4[C:13]([CH:14]=3)=[CH:12][CH:11]=[CH:10][CH:9]=4)[C:5](=[O:21])[C:4]=2[CH:3]=1.[C:22]([O-:25])([O-])=O.[Cs+].[Cs+].[CH3:28][CH2:29][CH:30](O)C>CN(C=O)C>[CH2:22]([O:25][C:2]1[CH:19]=[CH:18][C:17]2[C:16](=[O:20])[C:15]3[C:6](=[CH:7][C:8]4[C:13]([CH:14]=3)=[CH:12][CH:11]=[CH:10][CH:9]=4)[C:5](=[O:21])[C:4]=2[CH:3]=1)[CH2:30][CH:29]=[CH2:28] |f:1.2.3|. Run at temperature 125 celsius, time 2 hour. Reactants: C1(=CC=CC=C1)COC1=CC(=NC=C1OCC1=CC=CC=C1)C(=O)OCC1=CC=CC=C1 (4,5-bis(phenylmethoxy)-2-pyridinecarboxylic acid, phenylmethyl ester), [H-].[Al+3].[Li+].[H-].[H-].[H-] (lithium aluminum hydride), C([O-])(O)=O.[Na+] (sodium bicarbonate), [OH-].[K+] (potassium hydroxide), C([O-])(O)=O.[Na+] (sodium bicarbonate). Run in CCOCC (ether), O1CCCC1 (tetrahydrofuran). Reaction conditions: temperature 0 celsius, time 20 minute. The product is C1(=CC=CC=C1)COC1=CC(=NC=C1OCC1=CC=CC=C1)CO (4,5-Bis(phenylmethoxy)-2-pyridinemethanol). Reaction SMILES: [H-].[Al+3].[Li+].[H-].[H-].[H-].[C:7]1([CH2:13][O:14][C:15]2[C:20]([O:21][CH2:22][C:23]3[CH:28]=[CH:27][CH:26]=[CH:25][CH:24]=3)=[CH:19][N:18]=[C:17]([C:29](OCC3C=CC=CC=3)=[O:30])[CH:16]=2)[CH:12]=[CH:11][CH:10]=[CH:9][CH:8]=1.C(=O)(O)[O-].[Na+].[OH-].[K+]>CCOCC.O1CCCC1>[C:7]1([CH2:13][O:14][C:15]2[C:20]([O:21][CH2:22][C:23]3[CH:28]=[CH:27][CH:26]=[CH:25][CH:24]=3)=[CH:19][N:18]=[C:17]([CH2:29][OH:30])[CH:16]=2)[CH:8]=[CH:9][CH:10]=[CH:11][CH:12]=1 |f:0.1.2.3.4.5,7.8,9.10|. Procedure: To a suspension of 95 mg (25 mmol) of lithium aluminum hydride in 10 ml of ether and 10 ml of tetrahydrofuran was added 1.06 g (25 mmol) of 4,5-bis(phenylmethoxy)-2-pyridinecarboxylic acid, phenylmethyl ester in three portions at 0° C. After stirring for 20 minutes at 0° C., 0.2 ml of saturated sodium bicarbonate solution, 0.2 ml of 10% potassium hydroxide solution and additional saturated sodium bicarbonate solution were added until the inorganic precipitate flocked together. The clear organic ... The reactants are N(=NC(=O)OC(C)C)C(=O)OC(C)C (diisopropyl azodicarboxylate), ClC#CCOCCCCO (4-(3-chloro-2-propynyloxy)butanol), ClC1=C(C(=CC(=C1)OCC=C(Cl)Cl)Cl)O (2,6-dichloro-4-(3,3-dichloro-2-propenyloxy)phenol), C1(=CC=CC=C1)P(C1=CC=CC=C1)C1=CC=CC=C1 (triphenylphosphine). Solvent: O1CCCC1 (tetrahydrofuran). The product is ClC=1C=C(C=C(C1OCCCCOCC#CCl)Cl)OCC=C(Cl)Cl (3,5-dichloro-1-(3,3-dichloro-2-propenyloxy)-4-(4-(3-chloro-2-propynyloxy)butyloxy)benzene). The yield is 79.1%. RXN SMILES: [Cl:1][C:2]#[C:3][CH2:4][O:5][CH2:6][CH2:7][CH2:8][CH2:9][OH:10].[Cl:11][C:12]1[CH:17]=[C:16]([O:18][CH2:19][CH:20]=[C:21]([Cl:23])[Cl:22])[CH:15]=[C:14]([Cl:24])[C:13]=1O.C1(P(C2C=CC=CC=2)C2C=CC=CC=2)C=CC=CC=1.N(C(OC(C)C)=O)=NC(OC(C)C)=O>O1CCCC1>[Cl:11][C:12]1[CH:17]=[C:16]([O:18][CH2:19][CH:20]=[C:21]([Cl:23])[Cl:22])[CH:15]=[C:14]([Cl:24])[C:13]=1[O:10][CH2:9][CH2:8][CH2:7][CH2:6][O:5][CH2:4][C:3]#[C:2][Cl:1]. Reported procedure: To a mixture of 0.20 g of 4-(3-chloro-2-propynyloxy)butanol, 0.32 g of 2,6-dichloro-4-(3,3-dichloro-2-propenyloxy)phenol, 0.32 g of triphenylphosphine and 15 ml of tetrahydrofuran was slowly added dropwise 0.27 g of diisopropyl azodicarboxylate with stirring under ice cooling. After stirring at room temperature for 24 hours, the reaction mixture was concentrated. The residue was subjected to silica gel chromatography, which afforded 0.38 g of 3,5-dichloro-1-(3,3-dichloro-2-propenyloxy)-4-(4-(3-c... The reactants are C(C)N1N=CC2=C(C=C(C=C12)C(=O)OC)[N+](=O)[O-] (Methyl 1-ethyl-4-nitro-1H-indazole-6-carboxylate). The reagents and catalysts are [Pd] (palladium on charcoal). Solvent: CO (MeOH), O (H2O). Run at temperature 60 celsius, time 30 minute. Product: NC1=C2C=NN(C2=CC(=C1)C(=O)OC)CC (Methyl 4-amino-1-ethyl-1H-indazole-6-carboxylate). Isolated yield 80.3%. Reaction SMILES: [CH2:1]([N:3]1[C:11]2[C:6](=[C:7]([N+:16]([O-])=O)[CH:8]=[C:9]([C:12]([O:14][CH3:15])=[O:13])[CH:10]=2)[CH:5]=[N:4]1)[CH3:2]>CO.O.[Pd]>[NH2:16][C:7]1[CH:8]=[C:9]([C:12]([O:14][CH3:15])=[O:13])[CH:10]=[C:11]2[C:6]=1[CH:5]=[N:4][N:3]2[CH2:1][CH3:2]. Procedure details: To a solution of methyl 1-ethyl-4-nitro-1H-indazole-6-carboxylate (D198) (2.2 g, 8.8 mmol, 1 equiv) in MeOH (100 ml) and H2O (10 ml) was added 10% palladium on charcoal (50% wet, 700 mg, 16% w/w) and the resulting mixture was stirred at 60° C. for 30 min then cooled to room temperature. The catalyst was removed by filtration through a pad of celite and most of the solvent removed in vacuo. The residue was partitioned between AcOEt and a saturated aqueous NaHCO3 solution and the two layers were s...